Dataset: the Open Reaction Database (ORD), a public repository of structured organic reaction records. Task: describe an organic reaction: reactants, conditions, products, and yield Reactants: CC(C)(OC(=O)N[C@H](C(CNC(C(CCC)C(=O)NCC1=CC=CC=C1)=O)O)CC(C)C)C (N-[(3S)-3-[[(1,1-dimethylethoxy)carbonyl]amino]-2-hydroxy-5-methylhexyl]-2-[[(phenylmethyl)amino]carbonyl]-pentanamide), Cl.C1(=CC=CC=C1)CC(C(=O)N)(CCC)C(=O)N ((phenylmethyl)amino[carbonyl]-pentanamide, monohydrochloride). Run in Cl.C(C)(=O)OCC (hydrochloric acid ethyl acetate). Product: Cl.N[C@H](C(CNC(C(CCC)C(=O)NCC1=CC=CC=C1)=O)O)CC(C)C (N-[(3S)-3-Amino-2-hydroxy-5-methylhexyl]-2-[[(phenylmethyl)amino]carbonyl]-pentanamide, monohydrochloride). RXN SMILES: CC(C)(OC([NH:7][C@@H:8]([CH2:29][CH:30]([CH3:32])[CH3:31])[CH:9]([OH:28])[CH2:10][NH:11][C:12](=[O:27])[CH:13]([C:17]([NH:19][CH2:20][C:21]1[CH:26]=[CH:25][CH:24]=[CH:23][CH:22]=1)=[O:18])[CH2:14][CH2:15][CH3:16])=O)C.[ClH:34].C1(CC(C(N)=O)(CCC)C(N)=O)C=CC=CC=1>Cl.C(OCC)(=O)C>[ClH:34].[NH2:7][C@@H:8]([CH2:29][CH:30]([CH3:31])[CH3:32])[CH:9]([OH:28])[CH2:10][NH:11][C:12](=[O:27])[CH:13]([C:17]([NH:19][CH2:20][C:21]1[CH:22]=[CH:23][CH:24]=[CH:25][CH:26]=1)=[O:18])[CH2:14][CH2:15][CH3:16] |f:1.2,3.4,5.6|. Procedure details: A solution of N-[(3S)-3-[[(1,1-dimethylethoxy)carbonyl]amino]-2-hydroxy-5-methylhexyl]-2-[[(phenylmethyl)amino]carbonyl]-pentanamide (0.7 g., 1.46 mmole) in saturated hydrochloric acid/ethyl acetate (25 ml.) is stirred at 0° for 2 hours. The reaction mixture is concentrated to a solid residue. Trituration with ether gives 0.60 g. of N-[(3S)-3-amino-2-hydroxy-5-methylhexyl]-2-[[(phenylmethyl)amino[carbonyl]-pentanamide, monohydrochloride as an oily white solid. Starting materials: N1=CC(=CC=C1)C1=NOC(=N1)C=1C=C(N)C=CC1 (3-(3-(pyridin-3-yl)-1,2,4-oxadiazol-5-yl)aniline), Cl (hydrochloric acid). Run in C(C)(=O)OCC (ethyl acetate). Yields the product Cl.Cl.N1=CC(=CC=C1)C1=NOC(=N1)C=1C=C(N)C=CC1 (3-(3-(pyridin-3-yl)-1,2,4-oxadiazol-5-yl)aniline dihydrochloride). RXN SMILES: [N:1]1[CH:6]=[CH:5][CH:4]=[C:3]([C:7]2[N:11]=[C:10]([C:12]3[CH:13]=[C:14]([CH:16]=[CH:17][CH:18]=3)[NH2:15])[O:9][N:8]=2)[CH:2]=1.[ClH:19]>C(OCC)(=O)C>[ClH:19].[ClH:19].[N:1]1[CH:6]=[CH:5][CH:4]=[C:3]([C:7]2[N:11]=[C:10]([C:12]3[CH:13]=[C:14]([CH:16]=[CH:17][CH:18]=3)[NH2:15])[O:9][N:8]=2)[CH:2]=1 |f:3.4.5|. Reported procedure: A solution of the product of Example 58A (60 mg, 0.25 mmol) in ethyl acetate (2 mL) was stirred with hydrochloric acid (Aldrich, 4 M in dioxane, 0.14 mL, 0.55 mmol) at ambient temperature for 4 hours. The title compound was collected by filtration and dried under vacuum. 1H NMR (300 MHz, DMSO-d6) δ 7.44 (d, J=7.9 Hz, 1 H), 7.62 (t, J=7.9 Hz, 1 H), 7.80 (dd, J=7.9, 5.2 Hz, 1 H), 7.85-7.96 (m, 2 H), 8.60 (d, J=7.9 Hz, 1 H), 8.90 (d, J=4.8 Hz, 1 H), 9.31 (s, 1 H) ppm; MS (DCI/NH3) m/z 239 (M+H)+, 2... Reaction SMILES: [NH2:1][C:2]1[CH:7]=[CH:6][C:5]([CH2:8][C:9]([O:11][CH3:12])=[O:10])=[CH:4][CH:3]=1.[F:13][C:14]([F:24])([F:23])[C:15](=O)[CH2:16][C:17]([O:19][CH2:20]C)=[O:18].C1(C)C=CC(S(O)(=O)=O)=CC=1>C1C=CC=CC=1>[CH3:12][O:11][C:9]([CH2:8][C:5]1[CH:4]=[CH:3][C:2]([NH:1][C:15]([C:14]([F:24])([F:23])[F:13])=[CH:16][C:17]([O:19][CH3:20])=[O:18])=[CH:7][CH:6]=1)=[O:10]. The product is COC(=O)CC1=CC=C(C=C1)NC(=CC(=O)OC)C(F)(F)F (methyl 3-(4-methoxycarbonylmethylphenylamino)-3-trifluoromethylacrylate). The solvent is C1=CC=CC=C1 (benzene). Procedure details: Methyl p-aminophenylacetate (7 g), ethyl trifluoroacetoacetate (8.19 g) and p-toluenesulfonic acid (500 mg) were dissolved into benzene (100 ml) and, providing Dean Stalk dehydrating apparatus placed molecular sieve (MS 4 angstroms) therein, the solution was refluxed for 10 hours under heat. Solvent was distilled off under reduced pressure and the residue was purified by means of silica gel column chromatography (development solvent: ethyl acetate:hexane=1:4) to obtain methyl 3-(4-methoxycarbony... The yield is 53.4%. The reactants are NC1=CC=C(C=C1)CC(=O)OC (Methyl p-aminophenylacetate), FC(C(CC(=O)OCC)=O)(F)F (ethyl trifluoroacetoacetate), C1(=CC=C(C=C1)S(=O)(=O)O)C (p-toluenesulfonic acid). Reactants: C(C(C)C)(=O)CC(=O)OC (Methyl isobutyrylacetate), NC=1C=C2C=NNC2=CC1 (5-aminoindazole). Reaction conditions: temperature 180 celsius. The product is N1N=CC2=CC(=CC=C12)NC(CC(C(C)C)=O)=O (N-1H-indazol-5-yl-4-methyl-3-oxopentanamide). Reaction SMILES: [C:1]([CH2:6][C:7]([O:9]C)=O)(=[O:5])[CH:2]([CH3:4])[CH3:3].[NH2:11][C:12]1[CH:13]=[C:14]2[C:18](=[CH:19][CH:20]=1)[NH:17][N:16]=[CH:15]2>>[NH:17]1[C:18]2[C:14](=[CH:13][C:12]([NH:11][C:7](=[O:9])[CH2:6][C:1](=[O:5])[CH:2]([CH3:3])[CH3:4])=[CH:20][CH:19]=2)[CH:15]=[N:16]1. Procedure: Methyl isobutyrylacetate (3 mL) was mixed with 5-aminoindazole (0.50 g) and heated In a SmithSynthesizer to 180° C. for 300 seconds. The crude mixture was then purified by silica gel chromatography to yield the title compound as a purple solid. 1H NMR (keto- tautomer) (400 MHz, DMSO-D6) δ ppm 12.98 (s, 1H), 10.06 (s, 1H), 8.11 (s, 1H), 8.02 (s, 1H), 7.48 (d, 1H), 7.38 (d, 1H), 3.62 (s, 2H), 2.78 (sept, 1H), 1.06 (d, 6H). MS m/z 246 (M+1)+. Reported procedure: To a solution of (S)-methyl 6-chloro-5-(3-methoxy-4-(pyrrolidin-2-ylmethoxy)phenyl)-1H-indole-3-carboxylate hydrochloride (22.6 mg, 0.050 mmol) in methanol (0.26 mL) was added tetrahydrofuran (0.26 mL) and sodium hydroxide (1N in water, 0.26 mL, 0.26 mmol). The mixture was then sealed and heated to 65° C. After 41 h, the mixture was allowed to cool to 23° C., concentrated in vacuo, diluted with water (1 mL), then acidified to pH 7.5 with hydrochloric acid (1N in water). The solid was filtered an... Reactants: Cl.ClC1=C(C=C2C(=CNC2=C1)C(=O)OC)C1=CC(=C(C=C1)OC[C@H]1NCCC1)OC ((S)-methyl 6-chloro-5-(3-methoxy-4-(pyrrolidin-2-ylmethoxy)phenyl)-1H-indole-3-carboxylate hydrochloride), O1CCCC1 (tetrahydrofuran), [OH-].[Na+] (sodium hydroxide). Conditions: temperature 65 celsius, time 41 hour. As a reaction SMILES: Cl.[Cl:2][C:3]1[CH:11]=[C:10]2[C:6]([C:7]([C:12]([O:14]C)=[O:13])=[CH:8][NH:9]2)=[CH:5][C:4]=1[C:16]1[CH:21]=[CH:20][C:19]([O:22][CH2:23][C@@H:24]2[CH2:28][CH2:27][CH2:26][NH:25]2)=[C:18]([O:29][CH3:30])[CH:17]=1.O1CCCC1.[OH-].[Na+]>CO>[Cl:2][C:3]1[CH:11]=[C:10]2[C:6]([C:7]([C:12]([OH:14])=[O:13])=[CH:8][NH:9]2)=[CH:5][C:4]=1[C:16]1[CH:21]=[CH:20][C:19]([O:22][CH2:23][C@@H:24]2[CH2:28][CH2:27][CH2:26][NH:25]2)=[C:18]([O:29][CH3:30])[CH:17]=1 |f:0.1,3.4|. Run in CO (methanol). Yields the product ClC1=C(C=C2C(=CNC2=C1)C(=O)O)C1=CC(=C(C=C1)OC[C@H]1NCCC1)OC ((S)-6-chloro-5-(3-methoxy-4-(pyrrolidin-2-ylmethoxy)phenyl)-1H-indole-3-carboxylic acid). Starting materials: ClC1=C(C(=O)[O-])C=C(C(=C1)F)N1C(N(C2=C(C1=O)CCC2)C)=O.[Na+] (sodium 2-chloro-4-fluoro-5-(1,2,4,5,6,7-hexahydro-1-methyl-2,4-dioxo-3H-cyclopenta[d]pyrimidin-3-yl)-benzoate), CI (methyl iodide). The product is ClC1=C(C(=O)OC)C=C(C(=C1)F)N1C(N(C2=C(C1=O)CCC2)C)=O (methyl 2-chloro-4-fluoro-5-(1,2,4,5,6,7-hexahydro-1-methyl-2,4-dioxo-3H-cyclopenta[d]pyrimidin-3-yl)-benzoate). RXN SMILES: [Cl:1][C:2]1[CH:10]=[C:9]([F:11])[C:8]([N:12]2[C:17](=[O:18])[C:16]3[CH2:19][CH2:20][CH2:21][C:15]=3[N:14]([CH3:22])[C:13]2=[O:23])=[CH:7][C:3]=1[C:4]([O-:6])=[O:5].[Na+].[CH3:25]I>>[Cl:1][C:2]1[CH:10]=[C:9]([F:11])[C:8]([N:12]2[C:17](=[O:18])[C:16]3[CH2:19][CH2:20][CH2:21][C:15]=3[N:14]([CH3:22])[C:13]2=[O:23])=[CH:7][C:3]=1[C:4]([O:6][CH3:25])=[O:5] |f:0.1|. Procedure: using sodium 2-chloro-4-fluoro-5-(1,2,4,5,6,7-hexahydro-1-methyl-2,4-dioxo-3H-cyclopenta[d]pyrimidin-3-yl)-benzoate and methyl iodide there is obtained methyl 2-chloro-4-fluoro-5-(1,2,4,5,6,7-hexahydro-1-methyl-2,4-dioxo-3H-cyclopenta[d]pyrimidin-3-yl)-benzoate, m.p. 138°-141° C. The reactants are C(OC)(OC)=O (dimethyl carbonate), OCCN1CCN(CC1)CCO (1,4-bis(2-hydroxyethyl)piperazine), C([O-])([O-])=O.[K+].[K+] (potassium carbonate), COC(O)=O.OCCN1CCN(CC1)CCO (1,4-bis(2-hydroxyethyl)piperazine methyl carbonate), di-[1,4-bis(2-hydroxyethyl)piperazine]carbonate. The product is COC(OC)=O.OCCN1CCN(CC1)CCO (1,4-Bis(2-hydroxyethyl)piperazine Dimethyl Carbonate). As a reaction SMILES: [C:1](=[O:6])([O:4][CH3:5])[O:2][CH3:3].[OH:7][CH2:8][CH2:9][N:10]1[CH2:15][CH2:14][N:13]([CH2:16][CH2:17][OH:18])[CH2:12][CH2:11]1.C(=O)([O-])[O-].[K+].[K+].COC(=O)O.OCCN1CCN(CCO)CC1>>[CH3:3][O:2][C:1](=[O:6])[O:4][CH3:5].[OH:18][CH2:17][CH2:16][N:13]1[CH2:14][CH2:15][N:10]([CH2:9][CH2:8][OH:7])[CH2:11][CH2:12]1 |f:2.3.4,5.6,7.8|. Reported procedure: A total of 180.0 grams (2.0 moles) of dimethyl carbonate, 17.4 grams (0.1 mole) of 1,4-bis(2-hydroxyethyl)piperazine, and 1.0 gram (0.007 mole) of potassium carbonate were combined in a 250 milliliter round bottom flask equipped with a straight distillation head and a magnetic stirrer. The flask contents were heated to reflux under a nitrogen atmosphere. Initial reaction temperatures at reflux were 80° C. at the head and 88° C. in the kettle. A methanol/dimethyl carbonate azeotrope was removed o... As a reaction SMILES: [Br:1][CH2:2][c:3]1[cH:4][c:5]2[c:10]([cH:11][cH:12]1)[C:9]([CH3:13])([CH3:14])[CH2:8][CH2:7][C:6]2([CH2:15][CH3:16])[CH2:17][CH3:18].[C:60]([O:61][O:62][C:63](=[O:64])[c:65]1[cH:66][cH:67][cH:68][cH:69][cH:70]1)(=[O:71])[c:72]1[cH:73][cH:74][cH:75][cH:76][cH:77]1.[CH3:19][S:20]([c:21]1[cH:22][c:23]([CH2:49][O:27][c:28]2[cH:29][cH:30][c:31]([CH:34]([CH2:35][C:36](=[O:37])[OH:38])[c:39]3[n:40][o:41][cH:42][cH:43]3)[cH:32][cH:33]2)[cH:24][cH:25][c:26]1[O:44][C:45]([F:46])([F:47])[F:48])(=[O:50])=[O:51].[Cl:78][C:79]([Cl:80])([Cl:81])[Cl:82].[O:52]=[C:53]1[N:54]([Br:55])[C:56](=[O:57])[CH2:58][CH2:59]1>>[CH2:2]([c:3]1[cH:4][c:5]2[c:10]([cH:11][cH:12]1)[C:9]([CH3:13])([CH3:14])[CH2:8][CH2:7][C:6]2([CH2:15][CH3:16])[CH2:17][CH3:18])[O:27][c:28]1[cH:29][cH:30][c:31]([CH:34]([CH2:35][C:36](=[O:37])[OH:38])[c:39]2[n:40][o:41][cH:42][cH:43]2)[cH:32][cH:33]1. Product: CCC1(CC)CCC(C)(C)c2ccc(COc3ccc(C(CC(=O)O)c4ccon4)cc3)cc21. Starting materials: CCC1(CC)CCC(C)(C)c2ccc(CBr)cc21, O=C(OOC(=O)c1ccccc1)c1ccccc1, CS(=O)(=O)c1cc(COc2ccc(C(CC(=O)O)c3ccon3)cc2)ccc1OC(F)(F)F, ClC(Cl)(Cl)Cl, O=C1CCC(=O)N1Br.